From a dataset of the Open Reaction Database (ORD), a public repository of structured organic reaction records. describe an organic reaction: reactants, conditions, products, and yield Reactants: CN1CCc2[nH]c3ccccc3c2C1, CCO, C=Cc1ccccn1, [Na], O=C([O-])C(F)(F)F. The product is CN1CCc2c(c3ccccc3n2CCc2ccccn2)C1. As a reaction SMILES: [CH3:1][N:2]1[CH2:3][c:4]2[c:5]([nH:6][c:7]3[cH:8][cH:9][cH:10][cH:11][c:12]23)[CH2:13][CH2:14]1.[CH3:31][CH2:32][OH:33].[CH:15](=[CH2:16])[c:17]1[n:18][cH:19][cH:20][cH:21][cH:22]1.[Na:23].[O-:24][C:25]([C:26]([F:27])([F:28])[F:29])=[O:30]>>[CH3:1][N:2]1[CH2:3][c:4]2[c:5]([n:6]([CH2:16][CH2:15][c:17]3[n:18][cH:19][cH:20][cH:21][cH:22]3)[c:7]3[cH:8][cH:9][cH:10][cH:11][c:12]23)[CH2:13][CH2:14]1. Reactants: COC1=CC=C(C(=O)CC#N)C=C1 (4-methoxybenzoylacetonitrile), CS(=O)C (DMSO), [N+](=O)(O)[O-].NC(=N)N (guanidine nitrate), [H-].[Na+] (sodium hydride), CI (methyl iodide). Run in C(=S)=S (carbon disulphide), C(C)N(CC)CC (triethylamine), CN(C)C=O (DMF). The product is NC1=NC(=C(C(=N1)C1=CC=C(C=C1)OC)C#N)SC (2-Amino-4-(p-methoxyphenyl)-6-(methylthio)-pyrimidine-5-carbonitrile). Reaction SMILES: [CH3:1][O:2][C:3]1[CH:13]=[CH:12][C:6]([C:7]([CH2:9][C:10]#[N:11])=O)=[CH:5][CH:4]=1.[H-].[Na+].CI.[N+]([O-])(O)=O.[NH2:22][C:23]([NH2:25])=[NH:24].[CH3:26][S:27]([CH3:29])=O>CN(C=O)C.C(N(CC)CC)C.C(=S)=S>[NH2:24][C:23]1[N:25]=[C:7]([C:6]2[CH:12]=[CH:13][C:3]([O:2][CH3:1])=[CH:4][CH:5]=2)[C:9]([C:10]#[N:11])=[C:26]([S:27][CH3:29])[N:22]=1 |f:1.2,4.5|. Procedure details: From 4-methoxybenzoylacetonitrile with sodium hydride, carbon disulphide and methyl iodide in DMSO. Then treatment with guanidine nitrate and triethylamine in DMF. EI-MS m/e (%): 272 (M+, 96), 271 ([M—H]+, 100), 257 ([M—CH3]+, 25).